Dataset: the Open Reaction Database (ORD), a public repository of structured organic reaction records. Task: describe an organic reaction: reactants, conditions, products, and yield The reactants are C(#N)C1=CC=C(C=C1)C1C(=C(N(C(N1CC(=O)OC(C)(C)C)=O)C1=CC(=CC=C1)C(F)(F)F)C)C(=O)N1C=NC=C1 (tert.-Butyl [6-(4-cyanophenyl)-5-(1H-imidazol-1-ylcarbonyl)-4-methyl-2-oxo-3-[3-(trifluoromethyl)phenyl]-3,6-dihydropyrimidin-1(2H)-yl]acetate), OCCN1C(CCC1)=O (N-(2-hydroxyethyl)-2-pyrrolidone). The product is C(C)(C)(C)OC(CN1C(N(C(=C(C1C1=CC=C(C=C1)C#N)C(=O)OCCN1C(CCC1)=O)C)C1=CC(=CC=C1)C(F)(F)F)=O)=O (2-(2-Oxopyrrolidin-1-yl)ethyl 3-(2-tert.-butoxy-2-oxoethyl)-4-(4-cyanophenyl)-6-methyl-2-oxo-1-[3-(trifluoromethyl)phenyl]-1,2,3,4-tetrahydropyrimidine-5-carboxylate). Isolated yield 74.0%. RXN SMILES: [C:1]([C:3]1[CH:8]=[CH:7][C:6]([CH:9]2[N:14]([CH2:15][C:16]([O:18][C:19]([CH3:22])([CH3:21])[CH3:20])=[O:17])[C:13](=[O:23])[N:12]([C:24]3[CH:29]=[CH:28][CH:27]=[C:26]([C:30]([F:33])([F:32])[F:31])[CH:25]=3)[C:11]([CH3:34])=[C:10]2[C:35](N2C=CN=C2)=[O:36])=[CH:5][CH:4]=1)#[N:2].[OH:42][CH2:43][CH2:44][N:45]1[CH2:49][CH2:48][CH2:47][C:46]1=[O:50]>>[C:19]([O:18][C:16](=[O:17])[CH2:15][N:14]1[CH:9]([C:6]2[CH:5]=[CH:4][C:3]([C:1]#[N:2])=[CH:8][CH:7]=2)[C:10]([C:35]([O:42][CH2:43][CH2:44][N:45]2[CH2:49][CH2:48][CH2:47][C:46]2=[O:50])=[O:36])=[C:11]([CH3:34])[N:12]([C:24]2[CH:29]=[CH:28][CH:27]=[C:26]([C:30]([F:31])([F:33])[F:32])[CH:25]=2)[C:13]1=[O:23])([CH3:22])([CH3:20])[CH3:21]. Reported procedure: The title compound is synthesized in analogy to Example 64 from Example 15A using N-(2-hydroxyethyl)-2-pyrrolidone instead of tert.-butyl-N-hydroxyethyl carbamate.